describe an organic reaction: reactants, conditions, products, and yield From a dataset of the Open Reaction Database (ORD), a public repository of structured organic reaction records. The reactants are [Na] (sodium), C1(=CC=CC=C1)NN (phenylhydrazine), CC(C=CC#N)C (4-methyl-2-pentenonitrile). Solvent: C(C)O (ethanol). Product: NC1=NN(C(C1)C(C)C)C1=CC=CC=C1 (3-Amino-5-isopropyl-1-phenyl-2-pyrazoline). As a reaction SMILES: [Na].[C:2]1([NH:8][NH2:9])[CH:7]=[CH:6][CH:5]=[CH:4][CH:3]=1.[CH3:10][CH:11]([CH3:16])[CH:12]=[CH:13][C:14]#[N:15]>C(O)C>[NH2:15][C:14]1[CH2:13][CH:12]([CH:11]([CH3:16])[CH3:10])[N:8]([C:2]2[CH:7]=[CH:6][CH:5]=[CH:4][CH:3]=2)[N:9]=1 |^1:0|. Reported procedure: A 0.31 g. amount of sodium metal is dissolved in 150 ml. of absolute ethanol, then 6.3 g. of phenylhydrazine is added followed by 5.5 g. of 4-methyl-2-pentenonitrile. The reaction mixture is refluxed for 16 hours. The solvent is removed in vacuo, water is added to the residue and the mixture is extracted with dichloromethane. The extract is dried over anhydrous magnesium sulfate and evaporated to give a gum. The gum is chromatographed on a column containing 400 g. of a synthetic magnesium silica...